Dataset: the Open Reaction Database (ORD), a public repository of structured organic reaction records. Task: describe an organic reaction: reactants, conditions, products, and yield Reactants: Fc1ccnc(Cl)c1, [H-], [Na+], CN(C)C=O, O, CC(C)(C)OC(=O)Nc1ccc(CCO)c2ccccc12. Product: CC(C)(C)OC(=O)Nc1ccc(CCOc2ccnc(Cl)c2)c2ccccc12. As a reaction SMILES: [Cl:24][c:25]1[n:26][cH:27][cH:28][c:29]([F:31])[cH:30]1.[H-:22].[Na+:23].[O:33]=[CH:34][N:35]([CH3:36])[CH3:37].[OH2:32].[OH:1][CH2:2][CH2:3][c:4]1[cH:5][cH:6][c:7]([NH:14][C:15]([O:16][C:17]([CH3:18])([CH3:19])[CH3:20])=[O:21])[c:8]2[cH:9][cH:10][cH:11][cH:12][c:13]12>>[O:1]([CH2:2][CH2:3][c:4]1[cH:5][cH:6][c:7]([NH:14][C:15]([O:16][C:17]([CH3:18])([CH3:19])[CH3:20])=[O:21])[c:8]2[cH:9][cH:10][cH:11][cH:12][c:13]12)[c:29]1[cH:28][cH:27][n:26][c:25]([Cl:24])[cH:30]1.